Task: describe an organic reaction: reactants, conditions, products, and yield. Dataset: the Open Reaction Database (ORD), a public repository of structured organic reaction records Reactants: C1CCOC1, [Li]CCCC, CCOC(C)=O, Cc1csc(C)n1. Yields the product CC(=O)Cc1nc(C)cs1. As a reaction SMILES: [CH2:19]1[O:20][CH2:21][CH2:22][CH2:23]1.[CH2:8]([Li:9])[CH2:10][CH2:11][CH3:12].[CH3:13][CH2:14][O:15][C:16](=[O:17])[CH3:18].[CH3:1][c:2]1[s:3][cH:4][c:5]([CH3:7])[n:6]1>>[CH2:1]([c:2]1[s:3][cH:4][c:5]([CH3:7])[n:6]1)[C:14]([CH3:13])=[O:15]. Reactants: C1(=CC=CC=C1)C=1SC2=C(N1)C=CC(=C2)C(=O)OCC (Ethyl 2-phenyl-benzothiazole-6-carboxylate), [Li+].[OH-] (LiOH), Cl (HCl). Run in C1CCOC1 (THF), O (H2O). Yields the product C1(=CC=CC=C1)C=1SC2=C(N1)C=CC(=C2)C(=O)O (2-Phenyl-benzothiazole-6-carboxylic acid). Isolated yield 100.4%. As a reaction SMILES: [C:1]1([C:7]2[S:8][C:9]3[CH:15]=[C:14]([C:16]([O:18]CC)=[O:17])[CH:13]=[CH:12][C:10]=3[N:11]=2)[CH:6]=[CH:5][CH:4]=[CH:3][CH:2]=1.[Li+].[OH-].Cl>C1COCC1.O>[C:1]1([C:7]2[S:8][C:9]3[CH:15]=[C:14]([C:16]([OH:18])=[O:17])[CH:13]=[CH:12][C:10]=3[N:11]=2)[CH:2]=[CH:3][CH:4]=[CH:5][CH:6]=1 |f:1.2|. Procedure details: Ethyl 2-phenyl-benzothiazole-6-carboxylate 1y (220 mg, 0.78 mmol) was stirred with LiOH (74 mg, 3.1 mmol) in THF (4 mL) and H2O (4 mL) for 16 h. Aqueous 1N HCl solution was added to the mixture to adjust pH to 3˜4. The resulting mixture was extracted with EtOAc (2×). The organic solution was washed with aq. NaCl, dried over Na2SO4 and concentrated to give 1z (200 mg). Reactants: C(C)(C)(C)[Li] (tert-butyllithium), [Cl-].[NH4+] (ammonium chloride), O=C(C(=O)OCC)C1=C(C=CC=C1)OC(F)(F)F (ethyl oxo[2-(trifluoromethoxy)phenyl]acetate), C(C)(C)(C)OC(NC1=CC(=C(C=C1)Cl)C(F)(F)F)=O (tert-butyl[4-chloro-3-(trifluoromethyl)phenyl]carbamate). Run in CCCCCCC (heptane), C(C)(=O)OCC (ethyl acetate), O1CCCC1 (tetrahydrofuran), C(C)OCC (diethyl ether). Run at temperature -40 celsius, time 1 hour. The product is ClC=1C=C2C(C(NC2=CC1C(F)(F)F)=O)(C1=C(C=CC=C1)OC(F)(F)F)O (5-chloro-3-hydroxy-3-[2-(trifluoromethoxy)phenyl]-6-(trifluoromethyl)-1,3-dihydro-2H-indol-2-one). Isolated yield 64.1%. RXN SMILES: C([Li])(C)(C)C.C(O[C:11](=[O:24])[NH:12][C:13]1[CH:18]=[CH:17][C:16]([Cl:19])=[C:15]([C:20]([F:23])([F:22])[F:21])[CH:14]=1)(C)(C)C.[O:25]=[C:26]([C:32]1[CH:37]=[CH:36][CH:35]=[CH:34][C:33]=1[O:38][C:39]([F:42])([F:41])[F:40])C(OCC)=O.[Cl-].[NH4+]>C(OCC)(=O)C.O1CCCC1.C(OCC)C.CCCCCCC>[Cl:19][C:16]1[CH:17]=[C:18]2[C:13](=[CH:14][C:15]=1[C:20]([F:21])([F:22])[F:23])[NH:12][C:11](=[O:24])[C:26]2([OH:25])[C:32]1[CH:37]=[CH:36][CH:35]=[CH:34][C:33]=1[O:38][C:39]([F:40])([F:41])[F:42] |f:3.4|. Reported procedure: 21 mL of a heptane solution of 1.6 mol/L tert-butyllithium was added dropwise under −78° C. cooling to a 30 mL diethyl ether solution of 4.00 g of tert-butyl[4-chloro-3-(trifluoromethyl)phenyl]carbamate, and the reaction mixture was stirred for 1 hour. The temperature was then raised to −40° C., and the reaction mixture was stirred for 2.5 hours at that temperature. The reaction mixture was cooled back down to −78° C., a 15 mL tetrahydrofuran solution of 4.25 g of ethyl oxo[2-(trifluoromethoxy)p... The reactants are Brc1ccccc1C1CCCCC1, CC(C)(C)OC(N)=O, CC(=O)[O-], CC(=O)[O-], C1COCCO1, [Pd+2]. The product is CC(C)(C)OC(=O)Nc1ccccc1C1CCCCC1. RXN SMILES: [Br:1][c:2]1[c:3]([CH:8]2[CH2:9][CH2:10][CH2:11][CH2:12][CH2:13]2)[cH:4][cH:5][cH:6][cH:7]1.[C:14]([NH2:15])([O:16][C:17]([CH3:18])([CH3:19])[CH3:20])=[O:21].[O-:29][C:30]([CH3:31])=[O:32].[O-:33][C:34]([CH3:35])=[O:36].[O:22]1[CH2:23][CH2:24][O:25][CH2:26][CH2:27]1.[Pd+2:28]>>[c:2]1([NH:15][C:14]([O:16][C:17]([CH3:18])([CH3:19])[CH3:20])=[O:21])[c:3]([CH:8]2[CH2:9][CH2:10][CH2:11][CH2:12][CH2:13]2)[cH:4][cH:5][cH:6][cH:7]1. The reactants are BrC1=C(C=CC(=C1)C(C)C)N(C1=NC(=NC(=N1)Cl)C)CC (N-(2-bromo-4-isopropylphenyl)-N-ethyl-4-chloro-6-methyl-1,3,5-triazine-2-amine), ClC1=C(C=CC(=C1)Cl)B(O)O (2,4-dichlorophenylboronic acid), C([O-])([O-])=O.[Na+].[Na+] (sodium carbonate), C(C)O (ethanol). Solvent: C1=CC=CC=C1 (benzene), C(C)(=O)OCC (ethyl acetate). The product is BrC1=C(C=CC(=C1)C(C)C)N(C1=NC(=NC(=N1)C1=C(C=C(C=C1)Cl)Cl)C)CC (N-(2-Bromo-4-(1-methylethyl)phenyl)-N-ethyl-4-(2,4-dichlorophenyl)-6-methyl-1,3,5-triazine-2-amine), oil. RXN SMILES: [Br:1][C:2]1[CH:7]=[C:6]([CH:8]([CH3:10])[CH3:9])[CH:5]=[CH:4][C:3]=1[N:11]([CH2:20][CH3:21])[C:12]1[N:17]=[C:16](Cl)[N:15]=[C:14]([CH3:19])[N:13]=1.[Cl:22][C:23]1[CH:28]=[C:27]([Cl:29])[CH:26]=[CH:25][C:24]=1B(O)O.C(=O)([O-])[O-].[Na+].[Na+].C(O)C>C(OCC)(=O)C.C1C=CC=CC=1>[Br:1][C:2]1[CH:7]=[C:6]([CH:8]([CH3:10])[CH3:9])[CH:5]=[CH:4][C:3]=1[N:11]([CH2:20][CH3:21])[C:12]1[N:17]=[C:16]([C:26]2[CH:25]=[CH:24][C:23]([Cl:22])=[CH:28][C:27]=2[Cl:29])[N:15]=[C:14]([CH3:19])[N:13]=1 |f:2.3.4|. Procedure details: Part C: A mixture of N-(2-bromo-4-isopropylphenyl)-N-ethyl-4-chloro-6-methyl-1,3,5-triazine-2-amine (370 mg), 2,4-dichlorophenylboronic acid (210 mg) tetrakis(triphenylphoshine)palladium(0) (50 mg), 1M aqueous sodium carbonate (2 mL), ethanol (0.75 mL) and benzene (6 mL) was refluxed for 10 hr.The cooled mixture was diluted with ethyl acetate and the aqueous layer was removed. The organic layer was washed with water and brine, dried, and concentrated in vacuo The crude reaction product was chrom... The reactants are C(C)(=O)OC\C(=C(/C=O)\C1=CC=CC=C1)\C1=CC=C(C=C1)S(=O)(=O)C ((Z)-4-Acetoxy-3-(4-(Methylsulfonyl)Phenyl)-2-Phenyl -2-Butenal), CC(C)=CC (2-methyl-2-butene), [O-]Cl=O.[Na+] (NaClO2), NaH2PO4. Run in CC(C)(C)O (2-methyl-2-propanol), O (H2O). Conditions: time 2 hour. The product is C(C)(=O)OC\C(=C(/C(=O)O)\C1=CC=CC=C1)\C1=CC=C(C=C1)S(=O)(=O)C ((Z)-4-Acetoxy-3-(4-(Methylsulfonyl)Phenyl)-2-Phenyl -2-Butenoic Acid). Yield: 89.7%. RXN SMILES: [C:1]([O:4][CH2:5]/[C:6](/[C:16]1[CH:21]=[CH:20][C:19]([S:22]([CH3:25])(=[O:24])=[O:23])=[CH:18][CH:17]=1)=[C:7](/[C:10]1[CH:15]=[CH:14][CH:13]=[CH:12][CH:11]=1)\[CH:8]=[O:9])(=[O:3])[CH3:2].CC(=CC)C.[O-:31]Cl=O.[Na+]>CC(O)(C)C.O>[C:1]([O:4][CH2:5]/[C:6](/[C:16]1[CH:17]=[CH:18][C:19]([S:22]([CH3:25])(=[O:24])=[O:23])=[CH:20][CH:21]=1)=[C:7](/[C:10]1[CH:15]=[CH:14][CH:13]=[CH:12][CH:11]=1)\[C:8]([OH:31])=[O:9])(=[O:3])[CH3:2] |f:2.3|. Procedure: To a solution of the aldehyde from Example 3 (160 mg) and 2-methyl-2-butene (6 mL) in 2-methyl-2-propanol (35 mL) was added a solution of NaClO2 (1 g) and NaH2PO4 (1 g) in 10 mL of H2O. The mixture was stirred for 2 h at r.t., and concentrated. The residue was then taken into 50 mL of pH 7 buffer solution (1M) and extracted with EtOAc (50 mL). The extract was dried over MgSO4 and concentrated. The residue was purified by flash chromatography, eluting with 3:1 EtOAc/hexane containing 1% HOAc to g... Reactants: CCI, COC(=O)c1ccc2c(c1)OC(C)C(=O)N2, CN(C)C=O, CCOC(C)=O, [H-], [Na+], O. The product is CCN1C(=O)C(C)Oc2cc(C(=O)OC)ccc21. As a reaction SMILES: [CH2:19]([CH3:20])[I:21].[CH3:1][O:2][C:3](=[O:4])[c:5]1[cH:6][c:7]2[c:8]([cH:15][cH:16]1)[NH:9][C:10](=[O:14])[CH:11]([CH3:13])[O:12]2.[CH3:23][N:24]([CH3:25])[CH:26]=[O:27].[CH3:28][CH2:29][O:30][C:31](=[O:32])[CH3:33].[H-:17].[Na+:18].[OH2:22]>>[CH3:1][O:2][C:3](=[O:4])[c:5]1[cH:6][c:7]2[c:8]([cH:15][cH:16]1)[N:9]([CH2:19][CH3:20])[C:10](=[O:14])[CH:11]([CH3:13])[O:12]2. Starting materials: C(C1=CC=CC=C1)OCN1C(=NC2=C1C=CC=C2)C(=O)C=2SC=CC2Br ((1-benzyloxymethyl-1H-benzimidazol-2-yl)-(3-bromothiophen-2-yl)methanone), C(C1=CC=CC=C1)(C1=CC=CC=C1)=NN (benzophenone hydrazone), C([O-])([O-])=O.[Cs+].[Cs+] (cesium carbonate), C1(=CC=CC=C1)C (toluene). The reagents and catalysts are C(C)(=O)[O-].[Pd+2].C(C)(=O)[O-] (palladium(II) acetate), C1(=CC=CC=C1)P([C-]1C=CC=C1)C1=CC=CC=C1.[C-]1(C=CC=C1)P(C1=CC=CC=C1)C1=CC=CC=C1.[Fe+2] (1,1′-Bis(diphenylphosphino)-ferrocene). Run in C(C)(=O)OCC (ethyl acetate). Reaction conditions: temperature 90 celsius, time 15 hour. Yields the product C(C1=CC=CC=C1)(C1=CC=CC=C1)=NNC1=C(SC=C1)C(=O)C1=NC2=C(N1COCC1=CC=CC=C1)C=CC=C2 ([3-(N′-benzhydrylidene-hydrazino)-thiophen-2-yl]-(1-benzyloxymethyl-1H-benzoimidazol-2-yl)-methanone). As a reaction SMILES: [CH2:1]([O:8][CH2:9][N:10]1[C:14]2[CH:15]=[CH:16][CH:17]=[CH:18][C:13]=2[N:12]=[C:11]1[C:19]([C:21]1[S:22][CH:23]=[CH:24][C:25]=1Br)=[O:20])[C:2]1[CH:7]=[CH:6][CH:5]=[CH:4][CH:3]=1.[C:27](=[N:40][NH2:41])([C:34]1[CH:39]=[CH:38][CH:37]=[CH:36][CH:35]=1)[C:28]1[CH:33]=[CH:32][CH:31]=[CH:30][CH:29]=1.C(=O)([O-])[O-].[Cs+].[Cs+].C1(C)C=CC=CC=1>C(OCC)(=O)C.C([O-])(=O)C.[Pd+2].C([O-])(=O)C.C1(P(C2C=CC=CC=2)[C-]2C=CC=C2)C=CC=CC=1.[C-]1(P(C2C=CC=CC=2)C2C=CC=CC=2)C=CC=C1.[Fe+2]>[C:27](=[N:40][NH:41][C:25]1[CH:24]=[CH:23][S:22][C:21]=1[C:19]([C:11]1[N:10]([CH2:9][O:8][CH2:1][C:2]2[CH:7]=[CH:6][CH:5]=[CH:4][CH:3]=2)[C:14]2[CH:15]=[CH:16][CH:17]=[CH:18][C:13]=2[N:12]=1)=[O:20])([C:34]1[CH:35]=[CH:36][CH:37]=[CH:38][CH:39]=1)[C:28]1[CH:33]=[CH:32][CH:31]=[CH:30][CH:29]=1 |f:2.3.4,7.8.9,10.11.12|. Reported procedure: A mixture of (1-benzyloxymethyl-1H-benzimidazol-2-yl)-(3-bromothiophen-2-yl)methanone (500 mg, 1.06 mmol, Example 1C), benzophenone hydrazone (276 mg, 1.41 mmol), palladium(II) acetate (13.4 mg, 0.06 mmol), 1,1′-Bis(diphenylphosphino)-ferrocene (57.5 mg, 0.104 mmol), cesium carbonate (570 mg, 1.75 mmol), and toluene (10 mL) under nitrogen is stirred at 90° C. for 15 hours. The dark reaction is cooled to ambient temperature, diluted with ethyl acetate, filtered, and the insolubles washed with eth...